Dataset: the Open Reaction Database (ORD), a public repository of structured organic reaction records. Task: describe an organic reaction: reactants, conditions, products, and yield Starting materials: CC(Cl)c1cccnc1, OC1CN(C2=NC=C(C(F)(F)F)C=C2)C1. Reagents/catalysts: O=C([O-])[O-].[Cs+].[Cs+] (cesium carbonate), [I-].[K+] (potassium iodide). Solvent: CN(C)C=O (DMF), CN(C)C=O (dmf), CN(C)C=O (DMF). Reaction conditions: temperature 70 celsius, time 16 hour. Product: CC(C%10=CC=CN=C%10)OC%11CN(C%12=NC=C(C(F)(F)F)C=C%12)C%11. Starting materials: COC(C=CC1=C(C=C(C=C1)F)NCC)=O (3-(4-fluoro-2-ethylamino-phenyl)-acrylic acid methyl ester), [Li+].[OH-] (LiOH). The yield is 73.8%. Product: FC1=CC(=C(C=C1)C=CC(=O)O)NCC (3-(4-fluoro-2-ethylamino-phenyl)-acrylic acid). Run at time 2 hour. The solvent is C1CCOC1 (THF), CO (MeOH). Procedure details: To a solution of 3-(4-fluoro-2-ethylamino-phenyl)-acrylic acid methyl ester (128 mg, 0.57 mmol) in THF (4 mL) and MeOH (2 mL) was added 1 N LiOH (4 mL). The mixture was stirred for 2 hours at room temperature, concentrated under reduced pressure, and then acidified with 3 N HCl. The mixture was diluted with EtOAc, washed with water, dried over anhydrous magnesium sulfate, filtered, and concentrated under reduced pressure to give 3-(4-fluoro-2-ethylamino-phenyl)-acrylic acid (88 mg, 73%) after pu... RXN SMILES: C[O:2][C:3](=[O:16])[CH:4]=[CH:5][C:6]1[CH:11]=[CH:10][C:9]([F:12])=[CH:8][C:7]=1[NH:13][CH2:14][CH3:15].[Li+].[OH-]>C1COCC1.CO>[F:12][C:9]1[CH:10]=[CH:11][C:6]([CH:5]=[CH:4][C:3]([OH:16])=[O:2])=[C:7]([NH:13][CH2:14][CH3:15])[CH:8]=1 |f:1.2|. Starting materials: C(C)(C)N (isopropylamine), BrC=1C=C2C(NC=NC2=CC1OC)=O (6-Bromo-7-methoxy-3H-quinazolin-4-one), C(C)(C)N(CC)C(C)C (diisopropyl-ethylamine), O=P(Cl)(Cl)Cl (POCl3). Solvent: ClCCCl (1,2-dichloroethane). Reaction conditions: temperature 80 celsius, time 2 hour. Yields the product BrC=1C=C2C(NC=NC2=CC1)(OC)NC(C)C ((6-Bromo-4-methoxyquinazolin-4-yl)isopropylamine). Yield: 46.0%. As a reaction SMILES: [Br:1][C:2]1[CH:3]=[C:4]2[C:9](=[CH:10][C:11]=1OC)[N:8]=[CH:7][NH:6][C:5]2=[O:14].[CH:15]([N:18](C(C)C)CC)([CH3:17])[CH3:16].O=P(Cl)(Cl)Cl.[CH:29](N)(C)C>ClCCCl>[Br:1][C:2]1[CH:3]=[C:4]2[C:9](=[CH:10][CH:11]=1)[N:8]=[CH:7][NH:6][C:5]2([NH:18][CH:15]([CH3:17])[CH3:16])[O:14][CH3:29]. Procedure details: 6-Bromo-7-methoxy-3H-quinazolin-4-one (1.01 g, 3.96 mmol) and N,N-(diisopropyl-ethylamine (1.78 ml, 10.4 mmol) are introduced into 1,2-dichloroethane (19 ml), treated dropwise with POCl3 (0.46 ml, 4.95 mmol) and then stirred at 80° C. for 2 h. The reaction mixture is subsequently concentrated to dryness. The residue is taken up in isopropanol (10 ml), treated with isopropylamine (0.34 ml, 3.96 mmol) and stirred for 30 minutes at 80° C. After cooling to room temperature, the resulting precipitate... Starting materials: O (water), [OH-].[Na+] (NaOH), O (water), [H-].[H-].[H-].[H-].[Li+].[Al+3] (LAH), ClC=1C=CC(=C(C(=O)OC)C1)C#N (methyl 5-chloro-2-cyanobenzoate). The solvent is C1CCOC1 (THF). Yields the product NCC1=C(C=C(C=C1)Cl)CO ([2-(aminomethyl)-5-chlorophenyl]methanol). As a reaction SMILES: [H-].[H-].[H-].[H-].[Li+].[Al+3].[Cl:7][C:8]1[CH:9]=[CH:10][C:11]([C:18]#[N:19])=[C:12]([CH:17]=1)[C:13](OC)=[O:14].O.[OH-].[Na+]>C1COCC1>[NH2:19][CH2:18][C:11]1[CH:10]=[CH:9][C:8]([Cl:7])=[CH:17][C:12]=1[CH2:13][OH:14] |f:0.1.2.3.4.5,8.9|. Procedure: To LAH (1 M/Et2O, 104.4 ml, 104.4 mmol) in anhydrous THF (300 ml) at 0° C. was added methyl 5-chloro-2-cyanobenzoate (9.28 g, 0.512 mmol) maintaining the temperature below 20° C. After one half hour, quenched at OC with water (3.97 ml), NaOH (1N, 11.9 ml, 11.9 mmol) and water (3.97 ml). A precipitate was filtered out and washed with THF. The filtrate was concentrated in vacuo and was used immediately in the next step. Reactants: C1CCOC1, CO, ClCCl, NCCCCCC(=O)O, [Na+], O=C([O-])O, CC(C)(C)SSCC(NC(=O)OCC1c2ccccc2-c2ccccc21)C(=O)ON1C(=O)CCC1=O. RXN SMILES: [CH2:51]1[O:52][CH2:53][CH2:54][CH2:55]1.[CH3:56][OH:57].[Cl:58][CH2:59][Cl:60].[NH2:1][CH2:2][CH2:3][CH2:4][CH2:5][CH2:6][C:7]([OH:8])=[O:9].[Na+:50].[O-:46][C:47]([OH:48])=[O:49].[O:10]=[C:11]1[CH2:12][CH2:13][C:14](=[O:15])[N:16]1[O:17][C:18]([CH:19]([CH2:20][S:21][S:22][C:23]([CH3:24])([CH3:25])[CH3:26])[NH:27][C:28](=[O:29])[O:30][CH2:31][CH:32]1[c:33]2[cH:34][cH:35][cH:36][cH:37][c:38]2-[c:39]2[cH:40][cH:41][cH:42][cH:43][c:44]21)=[O:45]>>[NH:1]([CH2:2][CH2:3][CH2:4][CH2:5][CH2:6][C:7]([OH:8])=[O:9])[C:18](=[O:17])[CH:19]([CH2:20][S:21][S:22][C:23]([CH3:24])([CH3:25])[CH3:26])[NH:27][C:28](=[O:29])[O:30][CH2:31][CH:32]1[c:33]2[cH:34][cH:35][cH:36][cH:37][c:38]2-[c:39]2[cH:40][cH:41][cH:42][cH:43][c:44]21. Yields the product CC(C)(C)SSCC(NC(=O)OCC1c2ccccc2-c2ccccc21)C(=O)NCCCCCC(=O)O. Starting materials: C(C)(=O)OCC([C@H]1[C@@H](C[C@H]2[C@@H]3CCC4=CC(C=C[C@]4(C)[C@H]3[C@H](C[C@]12C)O)=O)C#N)=O (21-acetoxy-16α-cyano-11β-hydroxy-3,20-dioxo-1,4-pregnadiene), Cl (hydrogen chloride). Yields the product C(#N)[C@H]1[C@H](C(CO)=O)[C@]2(C[C@@H]([C@@H]3[C@]4(C=CC(C=C4CC[C@H]3[C@@H]2C1)=O)C)O)C (16α-cyano-11β,21-dihydroxy-3,20-dioxo-1,4-pregnadiene). Reaction SMILES: C([O:4][CH2:5][C:6](=[O:30])[C@@H:7]1[C@:24]2([CH3:25])[C@H:10]([C@H:11]3[C@H:21]([C@@H:22]([OH:26])[CH2:23]2)[C@:19]2([CH3:20])[C:14](=[CH:15][C:16](=[O:27])[CH:17]=[CH:18]2)[CH2:13][CH2:12]3)[CH2:9][C@H:8]1[C:28]#[N:29])(=O)C.Cl>>[C:28]([C@@H:8]1[CH2:9][C@@H:10]2[C@:24]([CH3:25])([CH2:23][C@H:22]([OH:26])[C@H:21]3[C@H:11]2[CH2:12][CH2:13][C:14]2[C@:19]3([CH3:20])[CH:18]=[CH:17][C:16](=[O:27])[CH:15]=2)[C@H:7]1[C:6](=[O:30])[CH2:5][OH:4])#[N:29]. Procedure details: The process of claim 7 which additionally comprises reacting (V) with hydrogen chloride to produce (VI) 16α-cyano-11β,21-dihydroxy-3,20-dioxo-1,4-pregnadiene. Reactants: [N+](=O)([O-])C1=CC=C(COC(=O)N2[C@H](C(=O)O)C[C@H](C2)O)C=C1 (trans-1-p-nitrobenzyloxycarbonyl-4-hydroxy-L-proline), [N+](=O)([O-])C1=CC=C(CBr)C=C1 (p-nitrobenzyl bromide). Yields the product [N+](=O)([O-])C1=CC=C(COC([C@H]2N(C[C@@H](C2)O)C(=O)OCC2=CC=C(C=C2)[N+](=O)[O-])=O)C=C1 (trans-1-p-nitrobenzyloxycarbonyl-4-hydroxy-L-proline p-nitrobenzyl ester). RXN SMILES: [N+:1]([C:4]1[CH:22]=[CH:21][C:7]([CH2:8][O:9][C:10]([N:12]2[CH2:19][C@H:18]([OH:20])[CH2:17][C@H:13]2[C:14]([OH:16])=[O:15])=[O:11])=[CH:6][CH:5]=1)([O-:3])=[O:2].[N+:23]([C:26]1[CH:33]=[CH:32][C:29]([CH2:30]Br)=[CH:28][CH:27]=1)([O-:25])=[O:24]>>[N+:23]([C:26]1[CH:33]=[CH:32][C:29]([CH2:30][O:15][C:14](=[O:16])[C@@H:13]2[CH2:17][C@@H:18]([OH:20])[CH2:19][N:12]2[C:10]([O:9][CH2:8][C:7]2[CH:21]=[CH:22][C:4]([N+:1]([O-:3])=[O:2])=[CH:5][CH:6]=2)=[O:11])=[CH:28][CH:27]=1)([O-:25])=[O:24]. Procedure: In the same manner as described in Reference Example 1-2 but using 500 mg of trans-1-p-nitrobenzyloxycarbonyl-4-hydroxy-L-proline and 383 mg of p-nitrobenzyl bromide, trans-1-p-nitrobenzyloxycarbonyl-4-hydroxy-L-proline p-nitrobenzyl ester was obtained.